This data is from the Open Reaction Database (ORD), a public repository of structured organic reaction records. The task is: describe an organic reaction: reactants, conditions, products, and yield Reactants: Cc1cc2ncnn2nc1Cl, [H-], [Na+], C1CCOC1, O, OCCOCCN1CCC(OC(c2ccccc2)c2ccccc2)CC1. The product is Cc1cc2ncnn2nc1OCCOCCN1CCC(OC(c2ccccc2)c2ccccc2)CC1. RXN SMILES: [Cl:29][c:30]1[c:31]([CH3:39])[cH:32][c:33]2[n:34]([n:35]1)[n:36][cH:37][n:38]2.[H-:1].[Na+:2].[O:41]1[CH2:42][CH2:43][CH2:44][CH2:45]1.[OH2:40].[c:3]1([CH:9]([O:10][CH:11]2[CH2:12][CH2:13][N:14]([CH2:17][CH2:18][O:19][CH2:20][CH2:21][OH:22])[CH2:15][CH2:16]2)[c:23]2[cH:24][cH:25][cH:26][cH:27][cH:28]2)[cH:4][cH:5][cH:6][cH:7][cH:8]1>>[c:3]1([CH:9]([O:10][CH:11]2[CH2:12][CH2:13][N:14]([CH2:17][CH2:18][O:19][CH2:20][CH2:21][O:22][c:30]3[c:31]([CH3:39])[cH:32][c:33]4[n:34]([n:35]3)[n:36][cH:37][n:38]4)[CH2:15][CH2:16]2)[c:23]2[cH:24][cH:25][cH:26][cH:27][cH:28]2)[cH:4][cH:5][cH:6][cH:7][cH:8]1. The reactants are O=C1C=CN(C(=O)CCBr)C(c2ccc(F)c(F)c2)C1, CCCC[SnH](CCCC)CCCC, CC(C)(C#N)N=NC(C)(C)C#N, O, c1ccccc1. Product: O=C1CC2CCC(=O)N2C(c2ccc(F)c(F)c2)C1. RXN SMILES: [Br:26][CH2:27][CH2:28][C:29](=[O:30])[N:31]1[CH:32]([c:38]2[cH:39][c:40]([F:45])[c:41]([F:44])[cH:42][cH:43]2)[CH2:33][C:34](=[O:37])[CH:35]=[CH:36]1.[CH2:1]([SnH:2]([CH2:3][CH2:4][CH2:5][CH3:6])[CH2:7][CH2:8][CH2:9][CH3:10])[CH2:11][CH2:12][CH3:13].[N:14]([C:15]([CH3:16])([CH3:17])[C:18]#[N:19])=[N:20][C:21]([CH3:22])([CH3:23])[C:24]#[N:25].[OH2:46].[cH:47]1[cH:48][cH:49][cH:50][cH:51][cH:52]1>>[CH2:27]1[CH2:28][C:29](=[O:30])[N:31]2[CH:32]([c:38]3[cH:39][c:40]([F:45])[c:41]([F:44])[cH:42][cH:43]3)[CH2:33][C:34](=[O:37])[CH2:35][CH:36]12. Starting materials: BrC=1C=NC=2N(C1)N=C(C2)C (6-bromo-2-methylpyrazolo[1,5-a]pyrimidine), C1(=CC=CC=C1)C#C (phenylacetylene). Product: CC1=NN2C(N=CC(=C2)C#CC2=CC=CC=C2)=C1 (2-Methyl-6-phenylethynyl-pyrazolo[1,5-a]pyrimidine). Reaction SMILES: Br[C:2]1[CH:3]=[N:4][C:5]2[N:6]([N:8]=[C:9]([CH3:11])[CH:10]=2)[CH:7]=1.[C:12]1([C:18]#[CH:19])[CH:17]=[CH:16][CH:15]=[CH:14][CH:13]=1>>[CH3:11][C:9]1[CH:10]=[C:5]2[N:4]=[CH:3][C:2]([C:19]#[C:18][C:12]3[CH:17]=[CH:16][CH:15]=[CH:14][CH:13]=3)=[CH:7][N:6]2[N:8]=1. Procedure details: The title compound, white solid, MS: m/e=234.1 (M+H+), can be prepared in accordance with the general method of example 1 from 6-bromo-2-methylpyrazolo[1,5-a]pyrimidine and phenylacetylene. The reactants are C[C@]12CC[C@H]3[C@H]([C@@H]1CC[C@@H]2O)CCC4=CC(=O)CC[C@H]34 (19-Nortestosterone), ( b ), C(C)(=O)[O-] (acetate), quartz, C(C)(=O)[O-] (acetate), CC(=O)OC(=O)C (acetanhydride), N#N (N2). The solvent is N1=CC=CC=C1 (pyridine), C(Cl)Cl (CH2Cl2), C1(=CC=CC=C1)C (toluene). The product is C[C@@]12C=CC[C@H]1[C@@H]1CC(C=3C=C(C=CC3[C@H]1CC2)O)O (Estra-1,3,5(10),16-tetraene-3,6-diol). The yield is 28.0%. RXN SMILES: [CH3:1][C@@:2]12[C@@H:10](O)[CH2:9][CH2:8][C@H:7]1[C@@H:6]1[CH2:12][CH2:13][C:14]3[C@@H:20]([C@H:5]1[CH2:4][CH2:3]2)[CH2:19][CH2:18][C:16](=[O:17])[CH:15]=3.C([O-])(=[O:23])C.CC(OC(C)=O)=O.N#N>C1(C)C=CC=CC=1.C(Cl)Cl.N1C=CC=CC=1>[CH3:1][C@:2]12[CH2:3][CH2:4][C@H:5]3[C@@H:6]([CH2:12][CH:13]([OH:23])[C:14]4[CH:15]=[C:16]([OH:17])[CH:18]=[CH:19][C:20]=43)[C@@H:7]1[CH2:8][CH:9]=[CH:10]2. Procedure details: This synthesis is depicted in FIG. 11. 19-Nortestosterone (XIX) is commercially available, e.g., from Chemical Dynamics Corp. It provides the starting material for 19-Nor-16-androstene derivatives D 19-Nortestosterone (XIX) was converted into the acetate (Hartman, J. A. et al., J. Am. Chem. Soc. (1956) 78:5662) with acetanhydride and pyridine (a) D A solution of this acetate (4.8 g, 15.17 mmol) in toluene (10 ml) was pyrolyzed (b) at 540° (200 Torr, slow N2 -stream) in a glass tube packed with q... Starting materials: O=S1(CCN(CC1)C1=CC=C(C=C1)O)=O (4-(1,1-dioxo-thiomorpholin-4-yl)phenol), C(C1CO1)OCC(CCCC)CC (2-ethylhexyl glycidyl ether). Reagents/catalysts: [Br-].C(C)[P+](C1=CC=CC=C1)(C1=CC=CC=C1)C1=CC=CC=C1 (ethyltriphenylphosphonium bromide). The product is O=S1(CCN(CC1)C1=CC=C(OCC(COCC(CCCC)CC)O)C=C1)=O (1-[4-(1, 1-dioxo-thiomorpholin-4-yl)-phenoxy]-3-(2-ethylhexyloxy)-propan-2-ol). Isolated yield 69.9%. RXN SMILES: [O:1]=[S:2]1(=[O:15])[CH2:7][CH2:6][N:5]([C:8]2[CH:13]=[CH:12][C:11]([OH:14])=[CH:10][CH:9]=2)[CH2:4][CH2:3]1.[CH2:16]([O:20][CH2:21][CH:22]([CH2:27][CH3:28])[CH2:23][CH2:24][CH2:25][CH3:26])[CH:17]1[O:19][CH2:18]1>[Br-].C([P+](C1C=CC=CC=1)(C1C=CC=CC=1)C1C=CC=CC=1)C>[O:15]=[S:2]1(=[O:1])[CH2:3][CH2:4][N:5]([C:8]2[CH:9]=[CH:10][C:11]([O:14][CH2:18][CH:17]([OH:19])[CH2:16][O:20][CH2:21][CH:22]([CH2:27][CH3:28])[CH2:23][CH2:24][CH2:25][CH3:26])=[CH:12][CH:13]=2)[CH2:6][CH2:7]1 |f:2.3|. Reported procedure: 4-(1,1-dioxo-thiomorpholin-4-yl)phenol (4.1 g, 18 mmol), 2-ethylhexyl glycidyl ether (4.4 g, 23,6 mmol) and ethyltriphenylphosphonium bromide (0.37 g) are heated under nitrogen for 5 h at 145° C. and the crude product is chromatographed over silica gel (hexane/ethylacetate 1:1) to afford a colourless liquid 5.2 g (70%). Reactants: N1C=CC2=CC(=CC=C12)C#N (1H-indole-5-carbonitrile), [H-].[Na+] (NaH), IC (iodomethane). Run in CN(C)C=O (DMF). Conditions: time 30 minute. Product: CN1C=CC2=CC(=CC=C12)C#N (1-methyl-1H-indole-5-carbonitrile). Yield: 122.0%. Reaction SMILES: [NH:1]1[C:9]2[C:4](=[CH:5][C:6]([C:10]#[N:11])=[CH:7][CH:8]=2)[CH:3]=[CH:2]1.[H-].[Na+].I[CH3:15]>CN(C=O)C>[CH3:15][N:1]1[C:9]2[C:4](=[CH:5][C:6]([C:10]#[N:11])=[CH:7][CH:8]=2)[CH:3]=[CH:2]1 |f:1.2|. Procedure details: To a solution of 1H-indole-5-carbonitrile (600 mg, 4.2 mmol) in DMF (5 mL) at 0° C. was added NaH (201 mg, 60% in oil, 8.4 mmol) with vigorous stirring. The solution was stirred 30 min, then iodomethane (1.8 g, 12.6 mmol) was added. The reaction mixture was stirred at RT for 4 h. The reaction was quenched with water (50 mL) and extracted with EtOAc (3×100 mL). The organic layers were combined, dried (MgSO4), filtered, and concentrated under reduced pressure to afford 800 mg of 1-methyl-1H-indole...